This data is from the Open Reaction Database (ORD), a public repository of structured organic reaction records. The task is: describe an organic reaction: reactants, conditions, products, and yield RXN SMILES: [CH2:1]([CH:2]=[CH2:3])[O:4][C:5](=[O:6])[N:7]1[C:8]([CH2:16][CH2:17][O:18][S:19]([CH3:20])(=[O:21])=[O:22])([O:23][SiH:24]([CH3:25])[CH3:26])[CH2:9][CH:10]([C:12]([CH3:13])([CH3:14])[CH3:15])[CH2:11]1.[CH3:34][C:35]([CH3:36])([O-:37])[CH3:38].[CH3:40][N:41]([CH3:42])[CH:43]=[O:44].[CH3:45][CH2:46][O:47][C:48](=[O:49])[CH3:50].[CH:27](=[O:28])[c:29]1[n:30][cH:31][nH:32][cH:33]1.[K+:39].[OH2:51]>>[CH2:1]([CH:2]=[CH2:3])[O:4][C:5](=[O:6])[N:7]1[C:8]([CH2:16][CH2:17][n:30]2[c:29]([CH:27]=[O:28])[cH:33][n:32][cH:31]2)([O:23][SiH:24]([CH3:25])[CH3:26])[CH2:9][CH:10]([C:12]([CH3:13])([CH3:14])[CH3:15])[CH2:11]1. Yields the product C=CCOC(=O)N1CC(C(C)(C)C)CC1(CCn1cncc1C=O)O[SiH](C)C. Reactants: C=CCOC(=O)N1CC(C(C)(C)C)CC1(CCOS(C)(=O)=O)O[SiH](C)C, CC(C)(C)[O-], CN(C)C=O, CCOC(C)=O, O=Cc1c[nH]cn1, [K+], O. Starting materials: COC1=CC(=C(C=C1)O)[N+](=O)[O-] (4-methoxy-2-nitrophenol), C1(=CC=CC=C1)C1C(O1)C(=O)OCC (ethyl 3-phenyloxirane-2-carboxylate), C(C)O (ethanol), [H-].[Na+] (sodium hydride). Solvent: CO.ClCCl (methanol dichloromethane), ClCCl (dichloromethane). Product: OC(C(=O)OCC)C(C1=CC=CC=C1)OC1=C(C=C(C=C1)OC)[N+](=O)[O-] (Ethyl 2-hydroxy-3-(4-methoxy-2-nitrophenoxy)-3-phenylpropanoate). RXN SMILES: [CH3:1][O:2][C:3]1[CH:8]=[CH:7][C:6]([OH:9])=[C:5]([N+:10]([O-:12])=[O:11])[CH:4]=1.[C:13]1([CH:19]2[O:21][CH:20]2[C:22]([O:24][CH2:25][CH3:26])=[O:23])[CH:18]=[CH:17][CH:16]=[CH:15][CH:14]=1.C(O)C.[H-].[Na+]>CO.ClCCl.ClCCl>[OH:21][CH:20]([CH:19]([O:9][C:6]1[CH:7]=[CH:8][C:3]([O:2][CH3:1])=[CH:4][C:5]=1[N+:10]([O-:12])=[O:11])[C:13]1[CH:14]=[CH:15][CH:16]=[CH:17][CH:18]=1)[C:22]([O:24][CH2:25][CH3:26])=[O:23] |f:3.4,5.6|. Procedure details: To a stirred mixture of 4-methoxy-2-nitrophenol (11.87 g, 70 mmol), ethyl 3-phenyloxirane-2-carboxylate (10.39 g, 54 mmol) and ethanol (175 mL) was added portionwise 60% sodium hydride (0.65 g, 16 mmol) and the red mixture stirred at reflux for 9 days. The solvent was removed in vacuo, the residue dissolved in ethyl acetate and extracted three times with 10% aqueous potassium carbonate. The organic layer was washed with water and brine, dried (MgSO4), filtered and the solvent stripped in-vacuo t... Starting materials: CC=1SC=C(C1NCC1=NN=C(N1C)S)C (N-(2,4-dimethyl-thien-3-yl)-N-(4-methyl-5-mercapto-1,2,4-triazol-3-yl-methyl)-amine), [OH-].[Na+] (sodium hydroxide), COS(=O)(=O)OC (dimethylsulfate). Reagents/catalysts: [Cl-].C(C)[N+](CC1=CC=CC=C1)(CC)CC (triethyl-benzyl ammonium chloride). Solvent: C1(=CC=CC=C1)C (toluene). Conditions: time 5 hour. Yields the product CC=1SC=C(C1NCC1=NN=C(N1C)SC)C (N-(2,4-dimethyl-thien-3-yl)-N-(4-methyl-5-methylmercapto-1,2,4-triazol-3-yl-methyl)-amine). As a reaction SMILES: [CH3:1][C:2]1[S:3][CH:4]=[C:5]([CH3:16])[C:6]=1[NH:7][CH2:8][C:9]1[N:13]([CH3:14])[C:12]([SH:15])=[N:11][N:10]=1.[OH-].[Na+].[CH3:19]OS(OC)(=O)=O>[Cl-].C([N+](CC)(CC)CC1C=CC=CC=1)C.C1(C)C=CC=CC=1>[CH3:1][C:2]1[S:3][CH:4]=[C:5]([CH3:16])[C:6]=1[NH:7][CH2:8][C:9]1[N:13]([CH3:14])[C:12]([S:15][CH3:19])=[N:11][N:10]=1 |f:1.2,4.5|. Reported procedure: To a mixture of 9.5 g (0.037 mol) N-(2,4-dimethyl-thien-3-yl)-N-(4-methyl-5-mercapto-1,2,4-triazol-3-yl-methyl)-amine, 1.1 g triethyl-benzyl ammonium chloride in 100 ml toluene and 30 ml aqueous 50% sodium hydroxide solution are added 4.7 g (0.037 mol) dimethylsulfate. The reaction mixture is stirred at room temperature for 5 hours, the organic layer is separated, washed with three 100 ml portions of water, dried over Na2SO4 and evaporated to dryness. The residue is recrystallized twice from eth... Starting materials: Cn1nc(-c2ccc(Cl)c(CBr)c2)c(Cl)c1OC(F)F, CC(=O)[O-], CN(C)C=O, [Na+], O. Yields the product CC(=O)OCc1cc(-c2nn(C)c(OC(F)F)c2Cl)ccc1Cl. RXN SMILES: [Br:1][CH2:2][c:3]1[cH:4][c:5](-[c:10]2[n:11][n:12]([CH3:20])[c:13]([O:16][CH:17]([F:18])[F:19])[c:14]2[Cl:15])[cH:6][cH:7][c:8]1[Cl:9].[CH3:22][C:23]([O-:24])=[O:25].[CH3:27][N:28]([CH3:29])[CH:30]=[O:31].[Na+:21].[OH2:26]>>[CH2:2]([c:3]1[cH:4][c:5](-[c:10]2[n:11][n:12]([CH3:20])[c:13]([O:16][CH:17]([F:18])[F:19])[c:14]2[Cl:15])[cH:6][cH:7][c:8]1[Cl:9])[O:25][C:23]([CH3:22])=[O:24]. The reactants are C(C)(=O)NC[C@H]1CN(C(O1)=O)C1=CC(=C(C(=C1)F)N1CCC(CC1)(COC)OP(O)(O)=O)F (phosphoric acid mono-(1-{4-[(S)-5-(acetylamino-methyl)-2-oxo-oxazolidin-3-yl]-2,6-difluorophenyl}-4-methoxymethyl-piperidin-4-yl) ester), C[O-].[Na+] (sodium methoxide). Conditions: temperature 7.5 celsius, time 2 hour. Yields the product [Na+].[Na+].C(C)(=O)NC[C@H]1CN(C(O1)=O)C1=CC(=C(C(=C1)F)N1CCC(CC1)(COC)OP([O-])([O-])=O)F (Phosphoric acid mono-(1-{4-[(S)-5-(acetylamino-methyl)-2-oxo-oxazolidin-3-yl]-2,6-difluoro-phenyl}-4-methoxymethyl-piperidin-4-yl)ester di sodium salt). Yield: 92.0%. As a reaction SMILES: [C:1]([NH:4][CH2:5][C@@H:6]1[O:10][C:9](=[O:11])[N:8]([C:12]2[CH:17]=[C:16]([F:18])[C:15]([N:19]3[CH2:24][CH2:23][C:22]([O:28][P:29](=[O:32])([OH:31])[OH:30])([CH2:25][O:26][CH3:27])[CH2:21][CH2:20]3)=[C:14]([F:33])[CH:13]=2)[CH2:7]1)(=[O:3])[CH3:2].C[O-].[Na+:36]>>[Na+:36].[Na+:36].[C:1]([NH:4][CH2:5][C@@H:6]1[O:10][C:9](=[O:11])[N:8]([C:12]2[CH:17]=[C:16]([F:18])[C:15]([N:19]3[CH2:24][CH2:23][C:22]([O:28][P:29](=[O:30])([O-:31])[O-:32])([CH2:25][O:26][CH3:27])[CH2:21][CH2:20]3)=[C:14]([F:33])[CH:13]=2)[CH2:7]1)(=[O:3])[CH3:2] |f:1.2,3.4.5|. Reported procedure: To a solution of phosphoric acid mono-(1-{4-[(S)-5-(acetylamino-methyl)-2-oxo-oxazolidin-3-yl]-2,6-difluorophenyl}-4-methoxymethyl-piperidin-4-yl) ester (5.0 g, 0.010 mol) anhydrous methanol (50 ml) at 0-5° C., under argon, was added anhydrous sodium methoxide powder (0.542 g, 0.010 mol). The reaction mixture was stirred at 5-10° C. for 2 hours. The ice-bath was removed and the stirring continued further at 30-35° C. for 1 hour. The reaction mixture was filtered and the filtrate evaporated under... The reactants are CC(C)C[Al+]CC(C)C, Cc1ccc(C#N)c(OCc2ccc(OCc3nc(-c4ccccc4)oc3C)cc2)n1, Cc1ccccc1, CCOC(C)=O, CCCCCC, [Cl-], [H-], [NH4+]. Yields the product Cc1ccc(C=O)c(OCc2ccc(OCc3nc(-c4ccccc4)oc3C)cc2)n1. RXN SMILES: [CH2:40]([Al+:41][CH2:42][CH:43]([CH3:44])[CH3:45])[CH:46]([CH3:47])[CH3:48].[CH3:1][c:2]1[n:3][c:4]([O:10][CH2:11][c:12]2[cH:13][cH:14][c:15]([O:18][CH2:19][c:20]3[n:21][c:22](-[c:26]4[cH:27][cH:28][cH:29][cH:30][cH:31]4)[o:23][c:24]3[CH3:25])[cH:16][cH:17]2)[c:5]([C:6]#[N:7])[cH:8][cH:9]1.[CH3:32][c:33]1[cH:34][cH:35][cH:36][cH:37][cH:38]1.[CH3:51][CH2:52][O:53][C:54](=[O:55])[CH3:56].[CH3:57][CH2:58][CH2:59][CH2:60][CH2:61][CH3:62].[Cl-:49].[H-:39].[NH4+:50]>>[CH3:1][c:2]1[n:3][c:4]([O:10][CH2:11][c:12]2[cH:13][cH:14][c:15]([O:18][CH2:19][c:20]3[n:21][c:22](-[c:26]4[cH:27][cH:28][cH:29][cH:30][cH:31]4)[o:23][c:24]3[CH3:25])[cH:16][cH:17]2)[c:5]([CH:6]=[O:53])[cH:8][cH:9]1. Starting materials: C=1C=CC(=CC1)[C@@H]2[C@H](O2)C=3C=CC=CC3 (trans-stilbene oxide), C(C1=CC=CO1)N (furfurylamine). Reaction conditions: temperature 140 celsius, time 14 hour. Product: O1C(=CC=C1)CNC(C(O)C1=CC=CC=C1)C1=CC=CC=C1 (β-[(2-Furanylmethyl)amino]-α-phenylbenzeneethanol). Isolated yield 78.4%. As a reaction SMILES: [CH:1]1[CH:2]=[CH:3][C:4]([C@H:7]2[O:9][C@@H:8]2[C:10]2[CH:11]=[CH:12][CH:13]=[CH:14][CH:15]=2)=[CH:5][CH:6]=1.[CH2:16]([NH2:22])[C:17]1[O:21][CH:20]=[CH:19][CH:18]=1>>[O:21]1[CH:20]=[CH:19][CH:18]=[C:17]1[CH2:16][NH:22][CH:7]([C:4]1[CH:3]=[CH:2][CH:1]=[CH:6][CH:5]=1)[CH:8]([C:10]1[CH:11]=[CH:12][CH:13]=[CH:14][CH:15]=1)[OH:9]. Procedure details: A mixture of trans-stilbene oxide (1.96 g, 0.010 mol) and furfurylamine (3.00 g, 0.030 mol) was heated at 140° C. for 6 hours, and then allowed to stand at ambient temperature for 14 hours. The solidified reaction mixture was triturated with petroleum ether and the crude solid collected by filtration. Recrystallization from toluene-isooctane gave 2.3 g (78%) of the product; mp 141°-144° C. Starting materials: C(C)(C)(C)OC(=O)N1CC=2C=C3O[C@H](C(N(C3=CC2CC1C(=O)O)C)=O)C1=CC=C(C=C1)OCC1=CC(=C(C=C1)Cl)Cl ((S)-3-[4-(3,4-Dichloro-benzyloxy)-phenyl]-1-methyl-2-oxo-1,2,3,5,7,8-hexahydro-4-oxa-1,6-diaza-anthracene-6,7-dicarboxylic acid 6-tert-butyl ester), Cl.COC([C@H](CC1=CC=C(C=C1)C1=CC=C(C=C1)C#N)N)=O ((S)-2-amino-3-(4′-cyano-biphenyl-4-yl)-propionic acid methyl ester hydrochloride). Yields the product C(C)(C)(C)OC(=O)N1CC=2C=C3O[C@H](C(N(C3=CC2CC1C(N[C@@H](CC1=CC=C(C=C1)C1=CC=C(C=C1)C#N)C(=O)OC)=O)C)=O)C1=CC=C(C=C1)OCC1=CC(=C(C=C1)Cl)Cl ((S)-7-[(S)-2-(4′-Cyano-biphenyl-4-yl)-1-methoxycarbonyl-ethylcarbamoyl]-3-[4-(3,4-dichloro-benzyloxy)-phenyl]-1-methyl-2-oxo-1,2,3,5,7,8-hexahydro-4-oxa-1,6-diaza-anthracene-6-carboxylic acid tert-butyl ester). Yield: 72.5%. As a reaction SMILES: [C:1]([O:5][C:6]([N:8]1[CH:21]([C:22](O)=[O:23])[CH2:20][C:19]2[CH:18]=[C:17]3[C:12]([O:13][C@@H:14]([C:27]4[CH:32]=[CH:31][C:30]([O:33][CH2:34][C:35]5[CH:40]=[CH:39][C:38]([Cl:41])=[C:37]([Cl:42])[CH:36]=5)=[CH:29][CH:28]=4)[C:15](=[O:26])[N:16]3[CH3:25])=[CH:11][C:10]=2[CH2:9]1)=[O:7])([CH3:4])([CH3:3])[CH3:2].Cl.[CH3:44][O:45][C:46](=[O:64])[C@@H:47]([NH2:63])[CH2:48][C:49]1[CH:54]=[CH:53][C:52]([C:55]2[CH:60]=[CH:59][C:58]([C:61]#[N:62])=[CH:57][CH:56]=2)=[CH:51][CH:50]=1>>[C:1]([O:5][C:6]([N:8]1[CH:21]([C:22](=[O:23])[NH:63][C@H:47]([C:46]([O:45][CH3:44])=[O:64])[CH2:48][C:49]2[CH:50]=[CH:51][C:52]([C:55]3[CH:60]=[CH:59][C:58]([C:61]#[N:62])=[CH:57][CH:56]=3)=[CH:53][CH:54]=2)[CH2:20][C:19]2[CH:18]=[C:17]3[C:12]([O:13][C@@H:14]([C:27]4[CH:32]=[CH:31][C:30]([O:33][CH2:34][C:35]5[CH:40]=[CH:39][C:38]([Cl:41])=[C:37]([Cl:42])[CH:36]=5)=[CH:29][CH:28]=4)[C:15](=[O:26])[N:16]3[CH3:25])=[CH:11][C:10]=2[CH2:9]1)=[O:7])([CH3:3])([CH3:2])[CH3:4] |f:1.2|. Procedure: (S)-3-[4-(3,4-Dichloro-benzyloxy)-phenyl]-1-methyl-2-oxo-1,2,3,5,7,8-hexahydro-4-oxa-1,6-diaza-anthracene-6,7-dicarboxylic acid 6-tert-butyl ester (2.9 g) was coupled to (S)-2-amino-3-(4′-cyano-biphenyl-4-yl)-propionic acid methyl ester hydrochloride (1.5 g) following general procedure A to provide (S)-7-[(S)-2-(4′-Cyano-biphenyl-4-yl)-1-methoxycarbonyl-ethylcarbamoyl]-3-[4-(3,4-dichloro-benzyloxy)-phenyl]-1-methyl-2-oxo-1,2,3,5,7,8-hexahydro-4-oxa-1,6-diaza-anthracene-6-carboxylic acid tert-but...